This data is from the Open Reaction Database (ORD), a public repository of structured organic reaction records. The task is: describe an organic reaction: reactants, conditions, products, and yield Starting materials: O[C@]1(CCN2CCNCC2)CC[C@H]2[C@@H]3CCC4=CC(C(C[C@]4(C)C3=CC[C@]12C)=O)=O (17α-Hydroxy-21-(1-piperazinyl)pregna-4,9(11)-diene-3,2-dione), CN(C)C=O (DMF), ClC=1C=C(C=CC1)N=C=O (m-chlorophenylisocyanate). The solvent is O (water). Reaction conditions: time 1 hour. The product is O[C@]1(C(CN2CCN(CC2)C(=O)NC2=CC(=CC=C2)Cl)=O)CC[C@H]2[C@@H]3CCC4=CC(CC[C@]4(C)C3=CC[C@]12C)=O (17α-Hydroxy-21-[4-[[(3-chlorophenyl)amino]carbonyl]-1-piperazinyl]pregna-4,9(11)-diene-3,20-dione). RXN SMILES: [OH:1][C@:2]1([C@:27]2([CH3:28])[C@H:13]([C@H:14]3[C:24](=[CH:25][CH2:26]2)[C@:22]2([CH3:23])[C:17](=[CH:18][C:19](=[O:30])[C:20](=O)[CH2:21]2)[CH2:16][CH2:15]3)[CH2:12][CH2:11]1)[CH2:3][CH2:4][N:5]1[CH2:10][CH2:9][NH:8][CH2:7][CH2:6]1.CN(C=[O:35])C.[Cl:36][C:37]1[CH:38]=[C:39]([N:43]=[C:44]=[O:45])[CH:40]=[CH:41][CH:42]=1>O>[OH:1][C@:2]1([C@:27]2([CH3:28])[C@H:13]([C@H:14]3[C:24](=[CH:25][CH2:26]2)[C@:22]2([CH3:23])[C:17](=[CH:18][C:19](=[O:30])[CH2:20][CH2:21]2)[CH2:16][CH2:15]3)[CH2:12][CH2:11]1)[C:3](=[O:35])[CH2:4][N:5]1[CH2:6][CH2:7][N:8]([C:44]([NH:43][C:39]2[CH:40]=[CH:41][CH:42]=[C:37]([Cl:36])[CH:38]=2)=[O:45])[CH2:9][CH2:10]1. Procedure: 17α-Hydroxy-21-(1-piperazinyl)pregna-4,9(11)-diene-3,2-dione (EXAMPLE 6A, 5.00 g) is treated om DMF (20 ml) with m-chlorophenylisocyanate (1.84 g) for 3 days. The mixture is poured into water (200 ml). After 1 hr, the liquid is decanted. The solid is dissolved in methylene chloride and is extracted with aqueous sodium bicarbonate. The phases are separated and the organic phase is dried over sodium sulfate and concentrated. The concentrate is chromatographed on silica gel (3% methanol in methylen... The reactants are [H-].[Na+] (Sodium hydride), BrCC(=O)N (bromoacetamide), FC\1(CCN(C2=C(/C1=C/C(=O)N1CCC(CC1)=NO)C=CC=C2)C(=O)C2=C(N=C(S2)C2=CC=CC=C2)C)F ((Z)-4,4-difluoro-5-{2-[4-(hydroxyimino)piperidino]-2-oxoethylidene}-1-(4-methyl-2-phenylthiazole-5-carbonyl)-2,3,4,5-tetrahydro-1H-1-benzoazepine). Solvent: O1CCCC1 (tetrahydrofuran), C(C)(=O)OCC (ethyl acetate). Run at temperature 0 celsius, time 3 hour. Product: FC\1(CCN(C2=C(/C1=C/C(=O)N1CCC(CC1)=NOCC(=O)N)C=CC=C2)C(=O)C2=C(N=C(S2)C2=CC=CC=C2)C)F ((Z)-[(1-{[4,4-difluoro-1-(4-methyl-2-phenylthiazole-5-carbonyl)-2,3,4,5-tetrahydro-1H-1-benzoazepin-5-ylidene]acetyl}piperidin-4-ylidene)aminoxy]acetamide). Yield: 66.3%. Reaction SMILES: [H-].[Na+].Br[CH2:4][C:5]([NH2:7])=[O:6].[F:8][C:9]1([F:45])[CH2:10][CH2:11][N:12]([C:31]([C:33]2[S:37][C:36]([C:38]3[CH:43]=[CH:42][CH:41]=[CH:40][CH:39]=3)=[N:35][C:34]=2[CH3:44])=[O:32])[C:13]2[CH:30]=[CH:29][CH:28]=[CH:27][C:14]=2/[C:15]/1=[CH:16]/[C:17]([N:19]1[CH2:24][CH2:23][C:22](=[N:25][OH:26])[CH2:21][CH2:20]1)=[O:18]>O1CCCC1.C(OCC)(=O)C>[F:45][C:9]1([F:8])[CH2:10][CH2:11][N:12]([C:31]([C:33]2[S:37][C:36]([C:38]3[CH:39]=[CH:40][CH:41]=[CH:42][CH:43]=3)=[N:35][C:34]=2[CH3:44])=[O:32])[C:13]2[CH:30]=[CH:29][CH:28]=[CH:27][C:14]=2/[C:15]/1=[CH:16]/[C:17]([N:19]1[CH2:20][CH2:21][C:22](=[N:25][O:26][CH2:4][C:5]([NH2:7])=[O:6])[CH2:23][CH2:24]1)=[O:18] |f:0.1|. Reported procedure: Sodium hydride (47 mg) and 58 mg of bromoacetamide were added to a solution of 150 mg of (Z)-4,4-difluoro-5-{2-[4-(hydroxyimino)piperidino]-2-oxoethylidene}-1-(4-methyl-2-phenylthiazole-5-carbonyl)-2,3,4,5-tetrahydro-1H-1-benzoazepine in 10 ml of tetrahydrofuran, and the mixture was stirred at 0° C. for three hours. The reaction solution was diluted with ethyl acetate and washed with a saturated aqueous solution of NaCl and dried over magnesium sulfate, and the solvent was evaporated therefrom. ... Starting materials: [Al+3], COc1ccc(Br)cc1, C=C(C)CC(O)(C(=O)OCC)C(F)(F)F, [Cl-], [Cl-], [Cl-], Cl, O. The product is CCOC(=O)C(O)(CC(C)(C)c1cc(Br)ccc1OC)C(F)(F)F. As a reaction SMILES: [Al+3:4].[Br:5][c:6]1[cH:7][cH:8][c:9]([O:12][CH3:13])[cH:10][cH:11]1.[CH2:14]([CH3:15])[O:16][C:17]([C:18]([CH2:19][C:20]([CH3:21])=[CH2:22])([C:23]([F:24])([F:25])[F:26])[OH:27])=[O:28].[Cl-:1].[Cl-:2].[Cl-:3].[ClH:29].[OH2:30]>>[Br:5][c:6]1[cH:7][cH:8][c:9]([O:12][CH3:13])[c:10]([C:20]([CH2:19][C:18]([C:17]([O:16][CH2:14][CH3:15])=[O:28])([C:23]([F:24])([F:25])[F:26])[OH:27])([CH3:21])[CH3:22])[cH:11]1. Starting materials: CCCC[N+](CCCC)(CCCC)CCCC, [Cl-], ClCCl, [F-], CCOC(=O)C1=Cc2cc(OC(F)(F)F)cc(C#C[Si](C)(C)C)c2OC1C(F)(F)F, [NH4+]. RXN SMILES: [CH2:32]([N+:33]([CH2:34][CH2:35][CH2:36][CH3:37])([CH2:38][CH2:39][CH2:40][CH3:41])[CH2:42][CH2:43][CH2:44][CH3:45])[CH2:46][CH2:47][CH3:48].[Cl-:49].[Cl:51][CH2:52][Cl:53].[F-:31].[F:1][C:2]([O:3][c:4]1[cH:5][c:6]2[c:11]([c:12]([C:14]#[C:15][Si:16]([CH3:17])([CH3:18])[CH3:19])[cH:13]1)[O:10][CH:9]([C:20]([F:21])([F:22])[F:23])[C:8]([C:24](=[O:25])[O:26][CH2:27][CH3:28])=[CH:7]2)([F:29])[F:30].[NH4+:50]>>[F:1][C:2]([O:3][c:4]1[cH:5][c:6]2[c:11]([c:12]([C:14]#[CH:15])[cH:13]1)[O:10][CH:9]([C:20]([F:21])([F:22])[F:23])[C:8]([C:24](=[O:25])[O:26][CH2:27][CH3:28])=[CH:7]2)([F:29])[F:30]. Product: C#Cc1cc(OC(F)(F)F)cc2c1OC(C(F)(F)F)C(C(=O)OCC)=C2. The reactants are ClC1=NC=NC(=C1)Cl (4,6-dichloropyrimidine), C1(CCCC1)O (cyclopentanol), [H-].[Na+] (sodium hydride), [Cl-].[NH4+] (ammonium chloride). Run in O1CCCC1 (tetrahydrofuran), O1CCCC1 (tetrahydrofuran), O1CCCC1 (tetrahydrofuran). Conditions: temperature 0 celsius, time 30 minute. The product is ClC1=NC=NC(=C1)OC1CCCC1 (4-chloro-6-(cyclopentyloxy)pyrimidine). RXN SMILES: [CH:1]1([OH:6])[CH2:5][CH2:4][CH2:3][CH2:2]1.[H-].[Na+].[Cl:9][C:10]1[CH:15]=[C:14](Cl)[N:13]=[CH:12][N:11]=1.[Cl-].[NH4+]>O1CCCC1>[Cl:9][C:10]1[CH:15]=[C:14]([O:6][CH:1]2[CH2:5][CH2:4][CH2:3][CH2:2]2)[N:13]=[CH:12][N:11]=1 |f:1.2,4.5|. Reported procedure: A solution of cyclopentanol (2.25 g, 26.1 mmol) in tetrahydrofuran (12 ml) was added dropwise to a suspension of sodium hydride (1.31 g, 32.6 mmol) in tetrahydrofuran (48 ml) at 0° C. The mixture was stirred at 0° C. for 30 min and a solution of 4,6-dichloropyrimidine (3.6 g, 24.16 mmol) in tetrahydrofuran (12 ml) was added at 0° C. The reaction mixture was stirred at ambient temperature for 3 h and poured into sat. aqueous ammonium chloride and extracted with ethyl acetate. The organic layers w...